Task: describe an organic reaction: reactants, conditions, products, and yield. Dataset: the Open Reaction Database (ORD), a public repository of structured organic reaction records Reactants: [H-].[Na+] (sodium hydride), ClC=1C=CC(=C(C1)C1=CC(N(C=C1OC)C(C(=O)OCC1=CC=CC=C1)CC(C)(C)C)=O)C#N (benzyl 2-[4-(5-chloro-2-cyanophenyl)-5-methoxy-2-oxopyridin-1(2H)-yl]-4,4-dimethylpentanoate). The solvent is C1CCOC1 (THF). Run at time 15 minute. Product: ClC=1C=CC(=C(C1)C1=CC(N(C=C1OC)C(C(=O)O)CC(C)(C)C)=O)C#N (2-[4-(5-Chloro-2-cyanophenyl)-5-methoxy-2-oxopyridin-1(2H)-yl]-4,4-dimethylpentanoic acid). Reaction SMILES: [H-].[Na+].[Cl:3][C:4]1[CH:5]=[CH:6][C:7]([C:35]#[N:36])=[C:8]([C:10]2[C:15]([O:16][CH3:17])=[CH:14][N:13]([CH:18]([CH2:29][C:30]([CH3:33])([CH3:32])[CH3:31])[C:19]([O:21]CC3C=CC=CC=3)=[O:20])[C:12](=[O:34])[CH:11]=2)[CH:9]=1>C1COCC1>[Cl:3][C:4]1[CH:5]=[CH:6][C:7]([C:35]#[N:36])=[C:8]([C:10]2[C:15]([O:16][CH3:17])=[CH:14][N:13]([CH:18]([CH2:29][C:30]([CH3:32])([CH3:33])[CH3:31])[C:19]([OH:21])=[O:20])[C:12](=[O:34])[CH:11]=2)[CH:9]=1 |f:0.1|. Reported procedure: 17.5 mg (438 μmol, 60% in mineral oil) of sodium hydride were added to a solution of 140 mg (292 μmol) of benzyl 2-[4-(5-chloro-2-cyanophenyl)-5-methoxy-2-oxopyridin-1(2H)-yl]-4,4-dimethylpentanoate (racemate) in 5 ml of THF (not dry), and the mixture was stirred for another 15 min. The reaction was terminated by addition of 5 ml of saturated aqueous ammonium chloride solution, 10 ml of dichloromethane and 0.5 ml of hydrochloric acid (1N). The phases were separated and the aqueous phase was extr... Reactants: C1CC2CC1CC2=O (norcamphor), [OH-].[Na+] (NaOH), CN1C(NCC1C1=CC(=C(C=C1)OC)N)=O (1-Methyl-5-(3-Amino-4-Methoxyphenyl)-2-Imidazolidinone), C(#N)[BH3-].[Na+] (sodium cyanoborohydride). Solvent: C(C)(=O)OCC (ethyl acetate), C(C)(=O)O (acetic acid), CCOCC (ether). Run at temperature 5 celsius. Yields the product CN1C(NCC1C1=CC(=C(C=C1)OC)NC1C2CCC(C1)C2)=O (1-Methyl-5-[3-(Bicyclo[2.2.1]hept-2-ylamino)-4-Methoxyphenyl]-2-Imidazolidinone). The yield is 10.1%. RXN SMILES: [CH3:1][N:2]1[CH:6]([C:7]2[CH:12]=[CH:11][C:10]([O:13][CH3:14])=[C:9]([NH2:15])[CH:8]=2)[CH2:5][NH:4][C:3]1=[O:16].[CH2:17]1[CH:21]2[CH2:22][C:23](=O)[CH:19]([CH2:20]2)[CH2:18]1.C([BH3-])#N.[Na+].[OH-].[Na+]>C(O)(=O)C.CCOCC.C(OCC)(=O)C>[CH3:1][N:2]1[CH:6]([C:7]2[CH:12]=[CH:11][C:10]([O:13][CH3:14])=[C:9]([NH:15][CH:18]3[CH2:17][CH:21]4[CH2:20][CH:19]3[CH2:23][CH2:22]4)[CH:8]=2)[CH2:5][NH:4][C:3]1=[O:16] |f:2.3,4.5|. Reported procedure: The aniline of Example 51 (3.07 g, 17.95 mmol) is dissolved in 60 ml of glacial acetic acid and to this is added norcamphor (2.37 g, 21.54 mmol). The reaction is cooled to 5° C. and to it is added sodium cyanoborohydride (1.36 g, 21.54 mmol). The reaction is poured onto ice and is pH adjusted to 7 with 1 normal NaOH solution. The aqueous is extracted with methylene chloride dried over MgSO4, filtered and concentrated in vacuo to afford a brown oil which is flashed on SiO2 with ethyl acetate as t... Reactants: Cl (hydrochloric acid), FC1=CC=C(C=C1)C1OCC(C1)CN1CCC(CC1)NC1=C(C=CC=C1)N (1-[2-(4-fluorophenyl)-tetrahydro-4-furylmethyl]-4-(2-aminoanilino)piperidine), C(=S)=S (carbon disulfide), [OH-].[K+] (potassium hydroxide). The solvent is O (water), C(C)O (ethanol). Reaction conditions: time 3.5 hour. The product is Cl.FC1=CC=C(C=C1)C1OCC(C1)CN1CCC(CC1)N1C(NC2=C1C=CC=C2)=S (1-[1-(2-(4-fluorophenyl)-tetrahydro-4-furylmethyl)-4-piperidyl]benzimidazoline-2-thione hydrochloride). RXN SMILES: [F:1][C:2]1[CH:7]=[CH:6][C:5]([CH:8]2[CH2:12][CH:11]([CH2:13][N:14]3[CH2:19][CH2:18][CH:17]([NH:20][C:21]4[CH:26]=[CH:25][CH:24]=[CH:23][C:22]=4[NH2:27])[CH2:16][CH2:15]3)[CH2:10][O:9]2)=[CH:4][CH:3]=1.[C:28](=S)=[S:29].[OH-].[K+].[ClH:33]>O.C(O)C>[ClH:33].[F:1][C:2]1[CH:7]=[CH:6][C:5]([CH:8]2[CH2:12][CH:11]([CH2:13][N:14]3[CH2:15][CH2:16][CH:17]([N:20]4[C:21]5[CH:26]=[CH:25][CH:24]=[CH:23][C:22]=5[NH:27][C:28]4=[S:29])[CH2:18][CH2:19]3)[CH2:10][O:9]2)=[CH:4][CH:3]=1 |f:2.3,7.8|. Procedure: A mixture of 13.7 g of 1-[2-(4-fluorophenyl)-tetrahydro-4-furylmethyl]-4-(2-aminoanilino)piperidine, 18 g of carbon disulfide and 4.2 g of potassium hydroxide is heated under reflux with stirring for 3.5 hours and then cooled. To the mixture are added 200 ml of ethanol, 126 ml of water and 32 ml of concentrated hydrochloric acid, and the whole is heated under reflux for 20 minutes. The solvent is then distilled off under reduced pressure. The residue is made alkaline with aqueous ammonia and ext... The reactants are COc1ccc(C(NC(=O)OC(C)(C)C)C2CCC(O)CC2)cc1, CC#N, ClCCl, Cl, O, O=C(O)C(F)(F)F. Yields the product COc1ccc(C(N)C2CCC(O)CC2)cc1. Reaction SMILES: [C:8]([O:9][C:10](=[O:11])[NH:14][CH:15]([c:16]1[cH:17][cH:18][c:19]([O:22][CH3:23])[cH:20][cH:21]1)[CH:24]1[CH2:25][CH2:26][CH:27]([OH:30])[CH2:28][CH2:29]1)([CH3:12])([CH3:13])[CH3:31].[CH3:37][C:38]#[N:39].[Cl:34][CH2:35][Cl:36].[ClH:32].[OH2:33].[OH:1][C:2]([C:3]([F:4])([F:5])[F:6])=[O:7]>>[NH2:14][CH:15]([c:16]1[cH:17][cH:18][c:19]([O:22][CH3:23])[cH:20][cH:21]1)[CH:24]1[CH2:25][CH2:26][CH:27]([OH:30])[CH2:28][CH2:29]1.